Dataset: the Open Reaction Database (ORD), a public repository of structured organic reaction records. Task: describe an organic reaction: reactants, conditions, products, and yield Starting materials: Cl.[N+](=O)([O-])C1=CC=C2CCN(CC2=C1)C (7-nitro-2-methyl-1,2,3,4-tetrahydroisoquinoline hydrochloride), CCOCC (ether). Reagents/catalysts: [Pd] (palladium on carbon). Solvent: C(C)O (ethanol), C(C)O (ethanol), C(C)O (ethanol). Conditions: time 2 hour. Yields the product Cl.NC1=CC=C2CCN(CC2=C1)C (7-amino-2-methyl-1,2,3,4-tetrahydroisoquinoline hydrochloride). Isolated yield 97.2%. Reaction SMILES: [ClH:1].[N+:2]([C:5]1[CH:14]=[C:13]2[C:8]([CH2:9][CH2:10][N:11]([CH3:15])[CH2:12]2)=[CH:7][CH:6]=1)([O-])=O.CCOCC>[Pd].C(O)C>[ClH:1].[NH2:2][C:5]1[CH:14]=[C:13]2[C:8]([CH2:9][CH2:10][N:11]([CH3:15])[CH2:12]2)=[CH:7][CH:6]=1 |f:0.1,5.6|. Reported procedure: A suspension of 3.98 g (17.5 mmol) of 7-nitro-2-methyl-1,2,3,4-tetrahydroisoquinoline hydrochloride and 0.4 g of 10% palladium on carbon in 200 ml of ethanol was hydrogenated at 50 psi for 2 h. The catalyst was filtered and washed with a small amount of water. The filtrate was concentrated yielding an aqueous solution. Absolute ethanol was added and evaporated driving off the excess water until a solid was produced. This solid was dissolved in hot ethanol (60 ml) and ether was added slowly to in... Reactants: CO, CC(C)=O, Cl, CC12CCC3C4CCC(=O)C=C4CCC3C1CCC21CC(O)CO1, [OH]. Yields the product CC12CCC3C4CCC(=O)C=C4CCC3C1CCC21CC(=O)CO1. RXN SMILES: [CH3:27][OH:28].[CH3:29][C:30](=[O:31])[CH3:32].[ClH:25].[OH:1][CH:2]1[CH2:3][C:4]2([C:5]3([CH3:6])[CH:7]([CH2:8][CH2:9]2)[CH:10]2[CH2:11][CH2:12][C:13]4=[CH:14][C:15](=[O:22])[CH2:16][CH2:17][CH:18]4[CH:19]2[CH2:20][CH2:21]3)[O:23][CH2:24]1.[OH:26]>>[O:1]=[C:2]1[CH2:3][C:4]2([C:5]3([CH3:6])[CH:7]([CH2:8][CH2:9]2)[CH:10]2[CH2:11][CH2:12][C:13]4=[CH:14][C:15](=[O:22])[CH2:16][CH2:17][CH:18]4[CH:19]2[CH2:20][CH2:21]3)[O:23][CH2:24]1. Starting materials: CCOC(=O)C1CCC(n2cc(I)c3c(Cl)ncnc32)CC1, N. Product: CCOC(=O)C1CCC(n2cc(I)c3c(N)ncnc32)CC1. As a reaction SMILES: [CH2:2]([CH3:3])[O:4][C:5](=[O:6])[CH:7]1[CH2:8][CH2:9][CH:10]([n:13]2[cH:14][c:15]([I:23])[c:16]3[c:17]2[n:18][cH:19][n:20][c:21]3[Cl:22])[CH2:11][CH2:12]1.[NH3:1]>>[NH2:1][c:21]1[c:16]2[c:15]([I:23])[cH:14][n:13]([CH:10]3[CH2:9][CH2:8][CH:7]([C:5]([O:4][CH2:2][CH3:3])=[O:6])[CH2:12][CH2:11]3)[c:17]2[n:18][cH:19][n:20]1.